This data is from the Open Reaction Database (ORD), a public repository of structured organic reaction records. The task is: describe an organic reaction: reactants, conditions, products, and yield The reactants are C12C(C(C(CC1)C2)=O)=O (bicyclo[2.2.1]heptane-2,3-dione), COP(OC)(=O)CC(=O)C1=C(C=CC(=C1)Cl)Cl ([2-(2,5-Dichloro-phenyl)-2-oxo-ethyl]-phosphonic acid dimethyl ester), O.NN (hydrazine monohydrate). RXN SMILES: [CH:1]12[CH2:7][CH:4]([CH2:5][CH2:6]1)[C:3](=O)[C:2]2=O.COP([CH2:16][C:17]([C:19]1[CH:24]=[C:23]([Cl:25])[CH:22]=[CH:21][C:20]=1[Cl:26])=O)(=O)OC.O.[NH2:28][NH2:29]>>[Cl:26][C:20]1[CH:21]=[CH:22][C:23]([Cl:25])=[CH:24][C:19]=1[C:17]1[N:28]=[N:29][C:2]2[CH:1]3[CH2:7][CH:4]([C:3]=2[CH:16]=1)[CH2:5][CH2:6]3 |f:2.3|. Product: ClC1=C(C=C(C=C1)Cl)C=1N=NC=2C3CCC(C2C1)C3 ((1SR,8RS)-5-(2,5-Dichloro-phenyl)-3,4-diaza-tricyclo[6.2.1.02,7]undeca-2(7),3,5-triene). Procedure details: yellow crystalline solid. MS (ESI): 291.0 (MH+). Prepared from bicyclo[2.2.1]heptane-2,3-dione, [2-(2,5-Dichloro-phenyl)-2-oxo-ethyl]-phosphonic acid dimethyl ester, hydrazine monohydrate. Reactants: S(=O)(=O)(Cl)Cl (sulfurylchloride), COC(CC(CCCC)=O)=O (3-Oxo-heptanoic acid methyl ester), O (water). Solvent: ClCCl (dichloromethane). Reaction conditions: time 30 minute. Product: COC(C(C(CCCC)=O)Cl)=O (2-Chloro-3-oxo-heptanoic acid methyl ester). As a reaction SMILES: [CH3:1][O:2][C:3](=[O:11])[CH2:4][C:5](=[O:10])[CH2:6][CH2:7][CH2:8][CH3:9].S(Cl)([Cl:15])(=O)=O.O>ClCCl>[CH3:1][O:2][C:3](=[O:11])[CH:4]([Cl:15])[C:5](=[O:10])[CH2:6][CH2:7][CH2:8][CH3:9]. Procedure details: 5.0 g 3-Oxo-heptanoic acid methyl ester were dissolved in 80 ml dry dichloromethane and 2.82 ml sulfurylchloride were added. The reaction mixture was stirred at room temperature for 30 minutes. 20 ml of water were added and the reaction mixture extracted five times with portions of 30 ml of dichloromethane. The combined organic extracts were washed with water and saturated NaHCO3 solution and brine and dried over MgSO4. The solvent was removed under reduced pressure to obtain 6.0 g 2-Chloro-3-ox...